Dataset: the Open Reaction Database (ORD), a public repository of structured organic reaction records. Task: describe an organic reaction: reactants, conditions, products, and yield The reactants are C(C)(=O)OC1=C(C(N(C2=NC=CC=C12)C1=CC=CC=C1)=O)CC=C (4-acetoxy-1-phenyl-3-(2-propenyl)-1,8-naphthyridin-2(1H)-one), [OH-].[Na+] (sodium hydroxide). Run in C(C)O (ethanol). Product: OC1=C(C(N(C2=NC=CC=C12)C1=CC=CC=C1)=O)CC=C (4-Hydroxy-1-phenyl-3-(2-propenyl)-1,8-naphthyridin-2(1H)-one). As a reaction SMILES: C([O:4][C:5]1[C:14]2[C:9](=[N:10][CH:11]=[CH:12][CH:13]=2)[N:8]([C:15]2[CH:20]=[CH:19][CH:18]=[CH:17][CH:16]=2)[C:7](=[O:21])[C:6]=1[CH2:22][CH:23]=[CH2:24])(=O)C.[OH-].[Na+]>C(O)C>[OH:4][C:5]1[C:14]2[C:9](=[N:10][CH:11]=[CH:12][CH:13]=2)[N:8]([C:15]2[CH:16]=[CH:17][CH:18]=[CH:19][CH:20]=2)[C:7](=[O:21])[C:6]=1[CH2:22][CH:23]=[CH2:24] |f:1.2|. Procedure details: A mixture of 6.0 g. of 4-acetoxy-1-phenyl-3-(2-propenyl)-1,8-naphthyridin-2(1H)-one, 200 ml. of ethanol and 40 ml. of 1N sodium hydroxide solution is stirred at room temperature for 22 hours. The ethanol is removed in vacuo and the remaining aqueous solution acidified with 1N hydrochloric acid. The product is filtered, washed with water and dried, weight 5.3 g., m.p. 248°-250° C. Recrystallization from chloroform yields the product of this example as a colorless solid, m.p. 250°-252° C. As a reaction SMILES: [CH3:1][O:2][c:3]1[cH:4][c:5](-[c:9]2[c:10]([CH3:18])[cH:11][cH:12][c:13]([N+:15]([O-:16])=[O:17])[cH:14]2)[n:6][cH:7][cH:8]1.[CH3:24][CH2:25][OH:26].[O:19]1[CH2:20][CH2:21][CH2:22][CH2:23]1>>[CH3:1][O:2][c:3]1[cH:4][c:5](-[c:9]2[c:10]([CH3:18])[cH:11][cH:12][c:13]([NH2:15])[cH:14]2)[n:6][cH:7][cH:8]1. Starting materials: COc1ccnc(-c2cc([N+](=O)[O-])ccc2C)c1, CCO, C1CCOC1. Product: COc1ccnc(-c2cc(N)ccc2C)c1.